This data is from the Open Reaction Database (ORD), a public repository of structured organic reaction records. The task is: describe an organic reaction: reactants, conditions, products, and yield The reactants are O=C([O-])O, Cc1nc(CCl)cs1, COCCOc1ccc(-c2c(C#N)c(N)nc(S)c2C#N)cc1, [Na+], CN(C)C=O, O. Yields the product COCCOc1ccc(-c2c(C#N)c(N)nc(SCc3csc(C)n3)c2C#N)cc1. As a reaction SMILES: [C:24](=[O:25])([OH:26])[O-:27].[Cl:29][CH2:30][c:31]1[n:32][c:33]([CH3:36])[s:34][cH:35]1.[NH2:1][c:2]1[n:3][c:4]([SH:23])[c:5]([C:21]#[N:22])[c:6](-[c:10]2[cH:11][cH:12][c:13]([O:16][CH2:17][CH2:18][O:19][CH3:20])[cH:14][cH:15]2)[c:7]1[C:8]#[N:9].[Na+:28].[O:38]=[CH:39][N:40]([CH3:41])[CH3:42].[OH2:37]>>[NH2:1][c:2]1[n:3][c:4]([S:23][CH2:30][c:31]2[n:32][c:33]([CH3:36])[s:34][cH:35]2)[c:5]([C:21]#[N:22])[c:6](-[c:10]2[cH:11][cH:12][c:13]([O:16][CH2:17][CH2:18][O:19][CH3:20])[cH:14][cH:15]2)[c:7]1[C:8]#[N:9].